describe an organic reaction: reactants, conditions, products, and yield From a dataset of the Open Reaction Database (ORD), a public repository of structured organic reaction records. Reactants: FC1=CC=C(C=C1)CN=C=O (1-fluoro-4-(isocyanatomethyl)benzene), BrC1=CC=C(C=2C=CN=CC12)N (8-bromoisoquinolin-5-amine). The product is BrC=1C=CC(=C2C=CN=CC12)NC(=O)NCC1=CC=C(C=C1)F (N-(8-bromoisoquinolin-5-yl)-N′-(4-fluorobenzyl)urea). As a reaction SMILES: [F:1][C:2]1[CH:7]=[CH:6][C:5]([CH2:8][N:9]=[C:10]=[O:11])=[CH:4][CH:3]=1.[Br:12][C:13]1[C:22]2[CH:21]=[N:20][CH:19]=[CH:18][C:17]=2[C:16]([NH2:23])=[CH:15][CH:14]=1>>[Br:12][C:13]1[CH:14]=[CH:15][C:16]([NH:23][C:10]([NH:9][CH2:8][C:5]2[CH:4]=[CH:3][C:2]([F:1])=[CH:7][CH:6]=2)=[O:11])=[C:17]2[C:22]=1[CH:21]=[N:20][CH:19]=[CH:18]2. Procedure: The title compound was prepared using 1-fluoro-4-(isocyanatomethyl)benzene, the product of Example 73A and the procedure described in Example 73B (white solid, 108 mg, 65%). MS (ESI+) m/z 376 (M+H)+; MS (ESI−) m/z 374 (M−H)−; 1H NMR (DMSO-d6, 300 MHz) δ 4.35 (d, 5.8, 2H), 7.12 (m, 1H), 7.18 (m, 2H), 7.40 (m, 1H), 7.91 (d, J 8.5, 1H), 7.99 (d, J 6.1, 1H), 8.24 (d, J 8.5, 1H), 8.69 (d, J 5.8, 1H), 8.88 (s, 1H), 9.44 (s, 1H); Anal. Calcd for C17H13BrFN3O: C, 54.56; H, 3.50; N, 11.23. Found: C, 54.6...